From a dataset of the Open Reaction Database (ORD), a public repository of structured organic reaction records. describe an organic reaction: reactants, conditions, products, and yield Starting materials: C1(=CC=CC=C1)C (Toluene), C(CCCCCCC)C(CO)CCCCCCCCCC (2-octyl-1-dodecanol), C1(=CC=C(C=C1)S(=O)(=O)O)C (p-toluenesulfonic acid), COC=1C2=CC3=C(SC=C3)C(=C2C=C2C1SC=C2)OC (5,10-Dimethoxynaphtho[2,3-b:6,7-b′]dithiophene). Run in O (water). Reaction conditions: time 8 hour. Yields the product C(CCCCCCC)C(COC=1C2=CC3=C(SC=C3)C(=C2C=C2C1SC=C2)OCC(CCCCCCCCCC)CCCCCCCC)CCCCCCCCCC (5,10-Bis(2-octyldodecyloxy)naphtho[2,3-b:6,7-b′]dithiophene). Isolated yield 66.0%. RXN SMILES: [CH3:1][O:2][C:3]1[C:4]2[C:12]([CH:13]=[C:14]3[CH:18]=[CH:17][S:16][C:15]=13)=[C:11]([O:19][CH3:20])[C:7]1[S:8][CH:9]=[CH:10][C:6]=1[CH:5]=2.[C:21]1([CH3:27])[CH:26]=[CH:25][CH:24]=[CH:23][CH:22]=1.[CH2:28]([CH:36]([CH2:39][CH2:40][CH2:41][CH2:42][CH2:43][CH2:44][CH2:45][CH2:46][CH2:47][CH3:48])CO)[CH2:29][CH2:30][CH2:31][CH2:32][CH2:33][CH2:34][CH3:35].[C:49]1([CH3:59])[CH:54]=[CH:53][C:52](S(O)(=O)=O)=[CH:51][CH:50]=1>O>[CH2:52]([CH:53]([CH2:54][CH2:49][CH2:59][CH2:22][CH2:23][CH2:24][CH2:25][CH2:26][CH2:21][CH3:27])[CH2:20][O:19][C:11]1[C:12]2[C:4]([CH:5]=[C:6]3[CH:10]=[CH:9][S:8][C:7]=13)=[C:3]([O:2][CH2:1][CH:36]([CH2:28][CH2:29][CH2:30][CH2:31][CH2:32][CH2:33][CH2:34][CH3:35])[CH2:39][CH2:40][CH2:41][CH2:42][CH2:43][CH2:44][CH2:45][CH2:46][CH2:47][CH3:48])[C:15]1[S:16][CH:17]=[CH:18][C:14]=1[CH:13]=2)[CH2:51][CH2:50][CH2:14][CH2:15][CH2:3][CH2:4][CH3:5]. Procedure details: Compound (3) (0.400 g, 1.33 mmol) was weighed into a flame-dried 2-neck flask fitted with a condenser. Toluene (13 mL), 2-octyl-1-dodecanol (1.59 g, 5.32 mmol), and p-toluenesulfonic acid (0.051 g, 0.266 mmol) were then added. The mixture was placed in a 130° C. heat bath and stirred overnight. The mixture was diluted with water, extracted with dichloromethane, dried over MgSO4, filtered and concentrated. The product was purified via column chromatography (10% dichloromethane in hexanes) to yiel... Reactants: CC(C)(C)c1cc(Br)cc(C=O)c1O, CI, [K+], [K+], O=C([O-])[O-], CN(C)C=O, O. Product: COc1c(C=O)cc(Br)cc1C(C)(C)C. Reaction SMILES: [Br:1][c:2]1[cH:3][c:4]([C:11]([CH3:12])([CH3:13])[CH3:14])[c:5]([OH:10])[c:6]([CH:7]=[O:8])[cH:9]1.[CH3:15][I:16].[K+:17].[K+:18].[O-:19][C:20]([O-:21])=[O:22].[O:23]=[CH:24][N:25]([CH3:26])[CH3:27].[OH2:28]>>[Br:1][c:2]1[cH:3][c:4]([C:11]([CH3:12])([CH3:13])[CH3:14])[c:5]([O:10][CH3:20])[c:6]([CH:7]=[O:8])[cH:9]1. Starting materials: NC1=NC(=NS1)C(Cl)(Cl)Cl (5-amino-3-trichloromethyl-1,2,4-thiadiazole), C(C1=CC=CC=C1)(=O)Cl (benzoyl chloride). The solvent is C=1(C(=CC=CC1)C)C (xylene). Reaction conditions: temperature -10 celsius. Product: C(C1=CC=CC=C1)(=O)NC1=NC(=NS1)C(Cl)(Cl)Cl (5-Benzamido-3-Trichloromethyl-1,2,4-Thiadiazole). The yield is 84.9%. RXN SMILES: [NH2:1][C:2]1[S:6][N:5]=[C:4]([C:7]([Cl:10])([Cl:9])[Cl:8])[N:3]=1.[C:11](Cl)(=[O:18])[C:12]1[CH:17]=[CH:16][CH:15]=[CH:14][CH:13]=1>C1(C)C(C)=CC=CC=1>[C:11]([NH:1][C:2]1[S:6][N:5]=[C:4]([C:7]([Cl:10])([Cl:9])[Cl:8])[N:3]=1)(=[O:18])[C:12]1[CH:17]=[CH:16][CH:15]=[CH:14][CH:13]=1. Procedure: A solution of 11.0 g (0.05 mole) 5-amino-3-trichloromethyl-1,2,4-thiadiazole and 14.1 g (0.1 mole) benzoyl chloride in 200 ml xylene was heated at reflux for 20 hours. Upon cooling to -10° C., 13.7 g (85% yield) of pure product precipitated from the reaction mixture and was isolated by filtration; m.p. 190° C.